Dataset: the Open Reaction Database (ORD), a public repository of structured organic reaction records. Task: describe an organic reaction: reactants, conditions, products, and yield Reactants: ClC=1C=C2/C(/OC(C2=CC1)=O)=C/C1=CC(=C(C=C1)F)C(=O)N1CCC(CC1)OC ((Z)-5-chloro-3-(4-fluoro-3-(4-methoxypiperidine-1-carbonyl)benzylidene)isobenzofuran-1 (3H)-one), CN(C=O)C (N,N-dimethylformamide), O.NN (Hydrazine monohydrate). Run in O (water), O (water). Conditions: temperature 105 celsius, time 1 hour. Procedure details: (Z)-5-chloro-3-(4-fluoro-3-(4-methoxypiperidine-1-carbonyl)benzylidene)isobenzofuran-1 (3H)-one (66) (53 mg, 0.13 mmol) was suspended in water (1.5 mL) and N,N-dimethylformamide (0.5 mL) and treated with Hydrazine monohydrate (35 μl, 0.72 mmol). The resulting mixture was stirred at 105° C. for 1 hour. The reaction mixture was cooled and diluted with water (˜5 mL) and mixture extracted with DCM (2×5 mL). Combined organics were evaporated to dryness to afford the crude product, which was purified ... Yields the product ClC=1C=C2C(=NNC(C2=CC1)=O)CC1=CC(=C(C=C1)F)C(=O)N1CCC(CC1)OC (6-chloro-4-(4-fluoro-3-(4-methoxypiperidine-1-carbonyl)benzyl)phthalazin-1(2H)-one). Reaction SMILES: [Cl:1][C:2]1[CH:3]=[C:4]2[C:8](=[CH:9][CH:10]=1)[C:7](=O)[O:6]/[C:5]/2=[CH:12]\[C:13]1[CH:18]=[CH:17][C:16]([F:19])=[C:15]([C:20]([N:22]2[CH2:27][CH2:26][CH:25]([O:28][CH3:29])[CH2:24][CH2:23]2)=[O:21])[CH:14]=1.CN(C)C=O.O.[NH2:36][NH2:37]>O>[Cl:1][C:2]1[CH:3]=[C:4]2[C:8](=[CH:9][CH:10]=1)[C:7](=[O:6])[NH:37][N:36]=[C:5]2[CH2:12][C:13]1[CH:18]=[CH:17][C:16]([F:19])=[C:15]([C:20]([N:22]2[CH2:27][CH2:26][CH:25]([O:28][CH3:29])[CH2:24][CH2:23]2)=[O:21])[CH:14]=1 |f:2.3|. The yield is 23.3%. Reactants: CO (methanol), Cl.NCC1=CC(CC2=C(C(=CC=C12)OC)OC)C1CCCCC1 (1-Aminomethyl-3-cyclohexyl-5,6-dimethoxy-3,4-dihydronaphthalene hydrochloride), B(Br)(Br)Br (Boron tribromide), solution. Run in C(Cl)Cl (methylene chloride), C(Cl)Cl (methylene chloride). Run at temperature -78 celsius, time 1 hour. The product is Br.NCC1=CC(CC2=C(C(=CC=C12)O)O)C1CCCCC1 (1-Aminomethyl-3-cyclohexyl-5,6-dihydroxy-3,4-dihydronaphthalene Hydrobromide). Isolated yield 79.0%. RXN SMILES: Cl.[NH2:2][CH2:3][C:4]1[C:13]2[C:8](=[C:9]([O:16]C)[C:10]([O:14]C)=[CH:11][CH:12]=2)[CH2:7][CH:6]([CH:18]2[CH2:23][CH2:22][CH2:21][CH2:20][CH2:19]2)[CH:5]=1.B(Br)(Br)[Br:25].CO>C(Cl)Cl>[BrH:25].[NH2:2][CH2:3][C:4]1[C:13]2[C:8](=[C:9]([OH:16])[C:10]([OH:14])=[CH:11][CH:12]=2)[CH2:7][CH:6]([CH:18]2[CH2:19][CH2:20][CH2:21][CH2:22][CH2:23]2)[CH:5]=1 |f:0.1,5.6|. Procedure: 1-Aminomethyl-3-cyclohexyl-5,6-dimethoxy-3,4-dihydronaphthalene hydrochloride (2.7 g, 8.9 mmol), from Step 2, was dissolved in 72 mL of methylene chloride and cooled to -78° C. Boron tribromide (36 mL of a 1M solution in methylene chloride) was added and the reaction mixture was warmed to 0° C. for 1 h. The reaction mixture was cooled again to -78° C. and 30 mL of methanol was added. After stirring at ambient temperature for 1 h, the reaction mixture was concentrated, diluted with methanol and r... Starting materials: SCc1ccccc1, CCOC(C)=O, [H-], [Na+], O=c1nc(-c2cccc(CS(=O)(=O)[O-])n2)sc2ccccc12, CN(C)C=O, O. RXN SMILES: [CH2:1]([c:2]1[cH:3][cH:4][cH:5][cH:6][cH:7]1)[SH:8].[CH3:33][CH2:34][O:35][C:36](=[O:37])[CH3:38].[H-:9].[Na+:10].[O:11]=[c:12]1[n:13][c:14](-[c:22]2[cH:23][cH:24][cH:25][c:26]([CH2:28][S:29]([O-:30])(=[O:31])=[O:32])[n:27]2)[s:15][c:16]2[c:17]1[cH:18][cH:19][cH:20][cH:21]2.[O:39]=[CH:40][N:41]([CH3:42])[CH3:43].[OH2:44]>>[CH2:1]([c:2]1[cH:3][cH:4][cH:5][cH:6][cH:7]1)[S:8][CH2:28][c:26]1[cH:25][cH:24][cH:23][c:22](-[c:14]2[n:13][c:12](=[O:11])[c:17]3[c:16]([s:15]2)[cH:21][cH:20][cH:19][cH:18]3)[n:27]1. The product is O=c1nc(-c2cccc(CSCc3ccccc3)n2)sc2ccccc12. As a reaction SMILES: [C:1]([CH3:2])(=[O:3])[O:4][CH:5]1[CH:6]([O:24][c:25]2[n:26][nH:27][c:28]([CH:43]([CH3:44])[CH3:45])[c:29]2[CH2:30][c:31]2[c:32]([CH3:42])[cH:33][c:34]([O:37][CH2:38][CH2:39][CH2:40][OH:41])[cH:35][cH:36]2)[O:7][CH:8]([CH2:19][O:20][C:21]([CH3:22])=[O:23])[CH:9]([O:15][C:16]([CH3:17])=[O:18])[CH:10]1[O:11][C:12]([CH3:13])=[O:14].[N+:46](=[O:47])([O-:48])[c:49]1[c:50]([S:55](=[O:56])(=[O:57])[NH:58][CH2:59][C:60](=[O:61])[NH2:62])[cH:51][cH:52][cH:53][cH:54]1.[O:82]=[C:83]([O:84][CH2:85][CH3:86])[N:87]=[N:88][C:89]([O:90][CH2:91][CH3:92])=[O:93].[O:94]1[CH2:95][CH2:96][CH2:97][CH2:98]1.[c:63]1([P:64]([c:65]2[cH:66][cH:67][cH:68][cH:69][cH:70]2)[c:71]2[cH:72][cH:73][cH:74][cH:75][cH:76]2)[cH:77][cH:78][cH:79][cH:80][cH:81]1>>[C:1]([CH3:2])(=[O:3])[O:4][CH:5]1[CH:6]([O:24][c:25]2[n:26][nH:27][c:28]([CH:43]([CH3:44])[CH3:45])[c:29]2[CH2:30][c:31]2[c:32]([CH3:42])[cH:33][c:34]([O:37][CH2:38][CH2:39][CH2:40][N:58]([S:55]([c:50]3[c:49]([N+:46](=[O:47])[O-:48])[cH:54][cH:53][cH:52][cH:51]3)(=[O:56])=[O:57])[CH2:59][C:60](=[O:61])[NH2:62])[cH:35][cH:36]2)[O:7][CH:8]([CH2:19][O:20][C:21]([CH3:22])=[O:23])[CH:9]([O:15][C:16]([CH3:17])=[O:18])[CH:10]1[O:11][C:12]([CH3:13])=[O:14]. Starting materials: CC(=O)OCC1OC(Oc2n[nH]c(C(C)C)c2Cc2ccc(OCCCO)cc2C)C(OC(C)=O)C(OC(C)=O)C1OC(C)=O, NC(=O)CNS(=O)(=O)c1ccccc1[N+](=O)[O-], CCOC(=O)N=NC(=O)OCC, C1CCOC1, c1ccc(P(c2ccccc2)c2ccccc2)cc1. Product: CC(=O)OCC1OC(Oc2n[nH]c(C(C)C)c2Cc2ccc(OCCCN(CC(N)=O)S(=O)(=O)c3ccccc3[N+](=O)[O-])cc2C)C(OC(C)=O)C(OC(C)=O)C1OC(C)=O. Starting materials: Cl (HCl), O(C(C)(C)C)C(=O)NCCCOC=1C(=CC2=CC=CC=C2C1)C(=O)NC1=CC=C(C=C1)Cl (3-(3-tert-Butoxylcarbonylaminopropoxy)-N-(4-chlorophenyl)-2-naphthamide). Solvent: C1CCOC1 (THF). Run at time 8 hour. The product is Cl.NCCCOC=1C(=CC2=CC=CC=C2C1)C(=O)NC1=CC=C(C=C1)Cl (3-(3-Aminopropoxy)-N-(4-chlorophenyl)-2-naphthamide hydrochloride). The yield is 111.0%. As a reaction SMILES: Cl.O(C([NH:9][CH2:10][CH2:11][CH2:12][O:13][C:14]1[C:15]([C:24]([NH:26][C:27]2[CH:32]=[CH:31][C:30]([Cl:33])=[CH:29][CH:28]=2)=[O:25])=[CH:16][C:17]2[C:22]([CH:23]=1)=[CH:21][CH:20]=[CH:19][CH:18]=2)=O)C(C)(C)C>C1COCC1>[ClH:33].[NH2:9][CH2:10][CH2:11][CH2:12][O:13][C:14]1[C:15]([C:24]([NH:26][C:27]2[CH:28]=[CH:29][C:30]([Cl:33])=[CH:31][CH:32]=2)=[O:25])=[CH:16][C:17]2[C:22]([CH:23]=1)=[CH:21][CH:20]=[CH:19][CH:18]=2 |f:3.4|. Procedure details: An aqueous solution of HCl (4 N, 2 mL) was added to a stirred solution of 19 (134 mg, 0.29 mmol) in THF (2 mL) at room temperature. The resulting mixture was stirred at room temperature for overnight. The solvent was removed under reduced pressure and the residue was treated with Et2O (2 mL). The precipitate was collected by filtration and washed with dichloromethane to give a white solid (63 mg, 55%): 1H NMR (400 MHz, DMSO-d6) δ 10.66 (s, 1H), 8.17 (s, 1H), 7.97 (d, J=8.4 Hz, 1H), 7.89 (brs, 3H... The reactants are ClC1=C2C(=C(N=N1)N1[C@@H](CN(CC1)C(=O)C1CCC(CC1)(F)F)C)C=NC=C2 ((R)-(4-(1-chloropyrido[3,4-d]pyridazin-4-yl)-3-methylpiperazin-1-yl)(4,4-difluorocyclohexyl)methanone), C(#N)C1=CC=C(C=C1)B(O)O (4-cyanophenylboronic acid), C1(CCCCC1)P(C1=C(C=CC=C1OC)OC)C1CCCCC1 (dicyclohexyl(2,6-dimethoxyphenyl)phosphine), [O-]P(=O)([O-])[O-].[K+].[K+].[K+] (potassium phosphate tribasic). The reagents and catalysts are C1=CC=C(C=C1)/C=C/C(=O)/C=C/C2=CC=CC=C2.C1=CC=C(C=C1)/C=C/C(=O)/C=C/C2=CC=CC=C2.[Pd] (tris(dibenzylideneacetone)-dipalladium (o)). Conditions: temperature 100 celsius. Product: FC1(CCC(CC1)C(=O)N1C[C@H](N(CC1)C=1N=NC(=C2C1C=NC=C2)C2=CC=C(C#N)C=C2)C)F ((R)-4-(4-(4-(4,4-difluorocyclohexanecarbonyl)-2-methylpiperazin-1-yl)pyrido[3,4-d]pyridazin-1-yl)benzonitrile). RXN SMILES: Cl[C:2]1[N:7]=[N:6][C:5]([N:8]2[CH2:13][CH2:12][N:11]([C:14]([CH:16]3[CH2:21][CH2:20][C:19]([F:23])([F:22])[CH2:18][CH2:17]3)=[O:15])[CH2:10][C@H:9]2[CH3:24])=[C:4]2[CH:25]=[N:26][CH:27]=[CH:28][C:3]=12.[C:29]([C:31]1[CH:36]=[CH:35][C:34](B(O)O)=[CH:33][CH:32]=1)#[N:30].C1(P(C2CCCCC2)C2C(OC)=CC=CC=2OC)CCCCC1.[O-]P([O-])([O-])=O.[K+].[K+].[K+]>C1C=CC(/C=C/C(/C=C/C2C=CC=CC=2)=O)=CC=1.C1C=CC(/C=C/C(/C=C/C2C=CC=CC=2)=O)=CC=1.[Pd]>[F:22][C:19]1([F:23])[CH2:20][CH2:21][CH:16]([C:14]([N:11]2[CH2:12][CH2:13][N:8]([C:5]3[N:6]=[N:7][C:2]([C:34]4[CH:35]=[CH:36][C:31]([C:29]#[N:30])=[CH:32][CH:33]=4)=[C:3]4[CH:28]=[CH:27][N:26]=[CH:25][C:4]=34)[C@H:9]([CH3:24])[CH2:10]2)=[O:15])[CH2:17][CH2:18]1 |f:3.4.5.6,7.8.9|. Procedure: A 15 ml Schlenk tube was charged with (R)-(4-(1-chloropyrido[3,4-d]pyridazin-4-yl)-3-methylpiperazin-1-yl)(4,4-difluorocyclohexyl)methanone 60 (123 mg, 300 μmol), 4-cyanophenylboronic acid (66 mg, 450 μmol), tris(dibenzylideneacetone)-dipalladium (o) (5.5 mg, 6.0 μmol), dicyclohexyl(2,6-dimethoxyphenyl)phosphine (4.0 mg, 12 μmol), and potassium phosphate tribasic (127 mg, 600 μmol). The tube was evacuated and backfilled with argon 5 times and previously degassed n-butanol (1 ml) was added. The r... Reactants: CC(C)(C)c1ccc([N+](=O)[O-])cc1C=CCC=O, CC(=O)O, C1CCNC1, C1CCOC1, CCOCC, [Na+], [Na+], O=C([O-])O, [OH-]. Yields the product CC(C)(C)c1ccc([N+](=O)[O-])cc1C=CCCN1CCCC1. Reaction SMILES: [C:1]([CH3:2])([CH3:3])([CH3:4])[c:5]1[c:6]([CH:14]=[CH:15][CH2:16][CH:17]=[O:18])[cH:7][c:8]([N+:11](=[O:12])[O-:13])[cH:9][cH:10]1.[C:41]([OH:42])(=[O:43])[CH3:44].[CH2:19]1[CH2:20][CH2:21][NH:22][CH2:23]1.[CH2:31]1[O:32][CH2:33][CH2:34][CH2:35]1.[CH3:36][CH2:37][O:38][CH2:39][CH3:40].[Na+:28].[Na+:30].[O-:24][C:25]([OH:26])=[O:27].[OH-:29]>>[C:1]([CH3:2])([CH3:3])([CH3:4])[c:5]1[c:6]([CH:14]=[CH:15][CH2:16][CH2:17][N:22]2[CH2:21][CH2:20][CH2:19][CH2:23]2)[cH:7][c:8]([N+:11](=[O:12])[O-:13])[cH:9][cH:10]1. The reactants are CCCCCCCCCCCC(CC(O)C(CCCCCC)C(=O)OC(C)(C)C)OC1CCCCO1, Cl. Yields the product CCCCCCCCCCCC(CC1OC(=O)C1CCCCCC)OC1CCCCO1. As a reaction SMILES: [CH2:1]([CH2:2][CH2:3][CH2:4][CH2:5][CH3:6])[CH:7]([C:8]([O:10][C:9]([CH3:11])([CH3:12])[CH3:13])=[O:14])[CH:15]([CH2:16][CH:17]([CH2:18][CH2:19][CH2:20][CH2:21][CH2:22][CH2:23][CH2:24][CH2:25][CH2:26][CH2:27][CH3:28])[O:29][CH:30]1[O:31][CH2:32][CH2:33][CH2:34][CH2:35]1)[OH:36].[ClH:37]>>[CH2:1]([CH2:2][CH2:3][CH2:4][CH2:5][CH3:6])[CH:7]1[C:8](=[O:10])[O:36][CH:15]1[CH2:16][CH:17]([CH2:18][CH2:19][CH2:20][CH2:21][CH2:22][CH2:23][CH2:24][CH2:25][CH2:26][CH2:27][CH3:28])[O:29][CH:30]1[O:31][CH2:32][CH2:33][CH2:34][CH2:35]1.